Dataset: the Open Reaction Database (ORD), a public repository of structured organic reaction records. Task: describe an organic reaction: reactants, conditions, products, and yield Reactants: CC(=O)O, CCOC(C)=O, O=[N+]([O-])c1cc(NS(=O)(=O)CCl)ccc1F, [Fe]. The product is Nc1cc(NS(=O)(=O)CCl)ccc1F. Reaction SMILES: [CH3:17][C:18](=[O:19])[OH:20].[CH3:21][CH2:22][O:23][C:24](=[O:25])[CH3:26].[Cl:1][CH2:2][S:3](=[O:4])(=[O:5])[NH:6][c:7]1[cH:8][c:9]([N+:14]([O-:15])=[O:16])[c:10]([F:13])[cH:11][cH:12]1.[Fe:27]>>[Cl:1][CH2:2][S:3](=[O:4])(=[O:5])[NH:6][c:7]1[cH:8][c:9]([NH2:14])[c:10]([F:13])[cH:11][cH:12]1. Reactants: CN(C)CCCCl, CN(C)C=O, Cl, [H-], [Na+], Nc1cccnc1Nc1ccccc1C1(c2ccccc2)OCCO1. Product: CN(C)CCCN(c1ccccc1C1(c2ccccc2)OCCO1)c1ncccc1N. RXN SMILES: [CH3:29][N:30]([CH2:31][CH2:32][CH2:33][Cl:34])[CH3:35].[CH3:36][N:37]([CH3:38])[CH:39]=[O:40].[ClH:28].[H-:1].[Na+:2].[c:3]1([C:9]2([c:14]3[c:15]([NH:20][c:21]4[n:22][cH:23][cH:24][cH:25][c:26]4[NH2:27])[cH:16][cH:17][cH:18][cH:19]3)[O:10][CH2:11][CH2:12][O:13]2)[cH:4][cH:5][cH:6][cH:7][cH:8]1>>[c:3]1([C:9]2([c:14]3[c:15]([N:20]([c:21]4[n:22][cH:23][cH:24][cH:25][c:26]4[NH2:27])[CH2:33][CH2:32][CH2:31][N:30]([CH3:29])[CH3:35])[cH:16][cH:17][cH:18][cH:19]3)[O:10][CH2:11][CH2:12][O:13]2)[cH:4][cH:5][cH:6][cH:7][cH:8]1. Reactants: ClCCC(=O)NC1=C(C=CC=C1)F (3-Chloro-N-(2-fluorophenyl)propanamide), [N+](=O)(O)[O-] (nitric acid). Run in S(O)(O)(=O)=O (sulfuric acid), O (water). Run at temperature -5 celsius, time 20 minute. Yields the product FC=1C=C(C=C2CCC(NC12)=O)[N+](=O)[O-] (8-fluoro-6-nitro-3,4-dihydroquinolin-2(1H)-one). The yield is 92.0%. Reaction SMILES: Cl[CH2:2][CH2:3][C:4]([NH:6][C:7]1[CH:12]=[CH:11][CH:10]=[CH:9][C:8]=1[F:13])=[O:5].[N+:14]([O-])([OH:16])=[O:15]>S(=O)(=O)(O)O.O>[F:13][C:8]1[CH:9]=[C:10]([N+:14]([O-:16])=[O:15])[CH:11]=[C:12]2[C:7]=1[NH:6][C:4](=[O:5])[CH2:3][CH2:2]2. Reported procedure: To a stirred solution of 8-fluoro-3,4-dihydroquinolin-2(1H)-one (see Example 41 for details) (2 g, 12.11 mmol) in sulfuric acid (12 ml), cooled to −5° C. was added nitric acid, 90% (0.565 ml, 12.11 mmol) as a 1:1 solution in water. The reaction mixture was stirred at −5° C. for 20 min, then quenched via addition of ice, precipitating the product which was collected by filtration. The pale solid was then dissolved in dichloromethane, dried, filtered and concentrated, and then chromatographed on s... The reactants are CC1=C(CNC=2C=3N(C=CC2)C(=C(N3)C)CC#C)C(=CC=C1)N (8-(2-methyl-6-aminobenzylamino)-3-(2-propynyl)-2-methlimidazo[1,2-a]pyridine), C(CC)(=O)Cl (propionyl chloride). Solvent: C(Cl)(Cl)Cl (chloroform). Procedure: To a solution of 8-(2-methyl-6-aminobenzylamino)-3-(2-propynyl)-2-methlimidazo[1,2-a]pyridine (0.26 g) in chloroform (7.8 ml) was added dropwise propionyl chloride (0.074 ml) at 1°-5° C. and the mixture was stirred for 5 hours at room temperature. The solvent was removed under reduced pressure and the residue was dispersed into a mixture of an aqueous solution of sodium bicarbonate and chloroform. The chloroform layer was separated and washed with water and dried over magnesium sulfate. Followin... RXN SMILES: [CH3:1][C:2]1[CH:22]=[CH:21][CH:20]=[C:19]([NH2:23])[C:3]=1[CH2:4][NH:5][C:6]1[C:7]2[N:8]([C:12]([CH2:16][C:17]#[CH:18])=[C:13]([CH3:15])[N:14]=2)[CH:9]=[CH:10][CH:11]=1.[C:24](Cl)(=[O:27])[CH2:25][CH3:26]>C(Cl)(Cl)Cl>[CH3:1][C:2]1[CH:22]=[CH:21][CH:20]=[C:19]([NH:23][C:24](=[O:27])[CH2:25][CH3:26])[C:3]=1[CH2:4][NH:5][C:6]1[C:7]2[N:8]([C:12]([CH2:16][C:17]#[CH:18])=[C:13]([CH3:15])[N:14]=2)[CH:9]=[CH:10][CH:11]=1. Reaction conditions: time 5 hour. Product: CC1=C(CNC=2C=3N(C=CC2)C(=C(N3)C)CC#C)C(=CC=C1)NC(CC)=O (8-(2-methyl-6-propionylaminobenzylamino)-3-(2-propynyl)-2-methylimidazo[1,2-a]pyridine). Product: C(C)(C)(C1=CC=CC=C1)C1=CC=C(C=C1)O (p-cumylphenol), OC1=CC=C(C=C1)C(C)(C)C1=CC=C(C=C1)O (bisphenol A). Starting materials: OC1=CC=C(C=C1)C(C)(C)C1=CC=C(C=C1)O (bisphenol A), C(Cl)Cl (methylene chloride), O (water), C(Cl)Cl (methylene chloride). As a reaction SMILES: [OH:1][C:2]1[CH:7]=[CH:6][C:5]([C:8]([C:11]2[CH:16]=[CH:15][C:14]([OH:17])=[CH:13][CH:12]=2)([CH3:10])[CH3:9])=[CH:4][CH:3]=1.C(Cl)Cl.O>C(N(CC)CC)C>[C:8]([C:5]1[CH:6]=[CH:7][C:2]([OH:1])=[CH:3][CH:4]=1)([C:11]1[CH:16]=[CH:15][CH:14]=[CH:13][CH:12]=1)([CH3:10])[CH3:9].[OH:1][C:2]1[CH:3]=[CH:4][C:5]([C:8]([C:11]2[CH:12]=[CH:13][C:14]([OH:17])=[CH:15][CH:16]=2)([CH3:10])[CH3:9])=[CH:6][CH:7]=1. Procedure: The reactor was charged with 90.7 kg of bisphenol A, methylene chloride and water in proportions to afford the listed solids percentages (i.e., percentage of product in the methylene chloride solution) and p-cumylphenol and triethylamine in proportions relative to bisphenol A similar to those in Examples 1-12. Just prior to phosgenation, the reactor was charged with 2.72 kg of 50% aqueous sodium hydroxide solution. Then phosgene was added at 68-136 kg/hr, and 50% aqueous sodium hydroxide solutio... The solvent is C(C)N(CC)CC (triethylamine). Reactants: Cc1ccc(C(=O)NC2CC2)cc1B1OC(C)(C)C(C)(C)O1, O=C(NCC1CC1)c1ccc(Cl)nc1, [Na+], [Na+], O=C([O-])[O-], CN(C)C=O. The product is Cc1ccc(C(=O)NC2CC2)cc1-c1ccc(C(=O)NCC2CC2)cn1. RXN SMILES: [CH:15]1([NH:18][C:19]([c:20]2[cH:21][c:22]([B:27]3[O:28][C:29]([CH3:30])([CH3:31])[C:32]([CH3:33])([CH3:34])[O:35]3)[c:23]([CH3:26])[cH:24][cH:25]2)=[O:36])[CH2:16][CH2:17]1.[Cl:1][c:2]1[n:3][cH:4][c:5]([C:6](=[O:7])[NH:8][CH2:9][CH:10]2[CH2:11][CH2:12]2)[cH:13][cH:14]1.[Na+:37].[Na+:38].[O-:39][C:40](=[O:41])[O-:42].[O:43]=[CH:44][N:45]([CH3:46])[CH3:47]>>[c:2]1(-[c:22]2[cH:21][c:20]([C:19]([NH:18][CH:15]3[CH2:16][CH2:17]3)=[O:36])[cH:25][cH:24][c:23]2[CH3:26])[n:3][cH:4][c:5]([C:6](=[O:7])[NH:8][CH2:9][CH:10]2[CH2:11][CH2:12]2)[cH:13][cH:14]1. Reactants: CC(C)(C)OC(NC1=CC(=CC(=C1)OCCCCCCCCCCCCCCCCCC)SC)=O (3-(methylthio)-5-(octadecyloxy)phenylcarbamic acid dimethylethyl ester), FC(C(=O)O)(F)F (trifluoroacetic acid). Isolated yield 87.0%. Run in C(Cl)Cl (methylene chloride). Product: CSC=1C=C(C=C(C1)OCCCCCCCCCCCCCCCCCC)N (3-(methylthio)-5-(octadecyloxy)benzenamine). Procedure: A solution of 2.65 g (5.2 mmol) of 3-(methylthio)-5-(octadecyloxy)phenylcarbamic acid dimethylethyl ester and2.0 ml (26 mmol) of trifluoroacetic acid in 50 ml of methylene chloride waskept at room temperature for 24 hours. The mixture was concentrated at reduced pressure and the residue was treated with excess NaHCO3 solution. The product was extracted with methylene chloride and the dried extract was concentrated and recrystallized from methylene chloride-hexaneto give 1.85 g (87% yield), nap 7... As a reaction SMILES: CC(OC(=O)[NH:7][C:8]1[CH:13]=[C:12]([O:14][CH2:15][CH2:16][CH2:17][CH2:18][CH2:19][CH2:20][CH2:21][CH2:22][CH2:23][CH2:24][CH2:25][CH2:26][CH2:27][CH2:28][CH2:29][CH2:30][CH2:31][CH3:32])[CH:11]=[C:10]([S:33][CH3:34])[CH:9]=1)(C)C.FC(F)(F)C(O)=O>C(Cl)Cl>[CH3:34][S:33][C:10]1[CH:9]=[C:8]([NH2:7])[CH:13]=[C:12]([O:14][CH2:15][CH2:16][CH2:17][CH2:18][CH2:19][CH2:20][CH2:21][CH2:22][CH2:23][CH2:24][CH2:25][CH2:26][CH2:27][CH2:28][CH2:29][CH2:30][CH2:31][CH3:32])[CH:11]=1. The reactants are ClC(Cl)Cl, Cc1cc(O)nc(C(C)C)n1, O=P(Cl)(Cl)Cl. Product: Cc1cc(Cl)nc(C(C)C)n1. RXN SMILES: [CH:17]([Cl:18])([Cl:19])[Cl:20].[OH:1][c:2]1[n:3][c:4]([CH:9]([CH3:10])[CH3:11])[n:5][c:6]([CH3:8])[cH:7]1.[P:12]([Cl:13])([Cl:14])([Cl:15])=[O:16]>>[c:2]1([Cl:14])[n:3][c:4]([CH:9]([CH3:10])[CH3:11])[n:5][c:6]([CH3:8])[cH:7]1. The reactants are N1=CN=CC(=C1)B(O)O (Pyrimidine-5-boronic acid), C(=O)([O-])[O-].[Na+].[Na+] (Na2CO3), IC1=CC(=CC=2C=COC21)[N+](=O)[O-] (7-iodo-5-nitro-1-benzofurane). Reagents/catalysts: C=1C=CC(=CC1)[P](C=2C=CC=CC2)(C=3C=CC=CC3)[Pd]([P](C=4C=CC=CC4)(C=5C=CC=CC5)C=6C=CC=CC6)([P](C=7C=CC=CC7)(C=8C=CC=CC8)C=9C=CC=CC9)[P](C=1C=CC=CC1)(C=1C=CC=CC1)C=1C=CC=CC1 (Pd(PPh3)4). The solvent is COCCOC (DME). Reaction conditions: temperature 100 celsius, time 10 minute. The product is [N+](=O)([O-])C=1C=C(C2=C(C=CO2)C1)C=1C=NC=NC1 (5-(5-Nitro-1-benzofuran-7-yl)pyrimidine). The yield is 898.3%. RXN SMILES: I[C:2]1[C:10]2[O:9][CH:8]=[CH:7][C:6]=2[CH:5]=[C:4]([N+:11]([O-:13])=[O:12])[CH:3]=1.[N:14]1[CH:19]=[C:18](B(O)O)[CH:17]=[N:16][CH:15]=1.C([O-])([O-])=O.[Na+].[Na+]>COCCOC.C1C=CC([P]([Pd]([P](C2C=CC=CC=2)(C2C=CC=CC=2)C2C=CC=CC=2)([P](C2C=CC=CC=2)(C2C=CC=CC=2)C2C=CC=CC=2)[P](C2C=CC=CC=2)(C2C=CC=CC=2)C2C=CC=CC=2)(C2C=CC=CC=2)C2C=CC=CC=2)=CC=1>[N+:11]([C:4]1[CH:3]=[C:2]([C:18]2[CH:19]=[N:14][CH:15]=[N:16][CH:17]=2)[C:10]2[O:9][CH:8]=[CH:7][C:6]=2[CH:5]=1)([O-:13])=[O:12] |f:2.3.4,^1:38,40,59,78|. Procedure details: Pd(PPh3)4 (240 mg, 209 mmol) was added to 7-iodo-5-nitro-1-benzofurane (1.00 g, 3.45 mmol) in DME (11 mL) and the resulting mixture was stirred for 10 min. The color went from dark red to mustard yellow. Pyrimidine-5-boronic acid (0.24 g, 0.21 mmol) and 1 M Na2CO3 (5 mL) were added and the reaction mixture was refluxed at 100° C. for 2.5 h. The mixture was concentrated in vacuo and the residue was dissolved in 1 M HCl (50 mL) and washed with diethyl ether (50 mL). The aqueous layer was made basi... The reactants are C(C)(=O)O[BH-](OC(C)=O)OC(C)=O.[Na+] (Sodium triacetoxyborohydride), C([O-])(O)=O.[Na+] (sodium bicarbonate), COC1=CC=C(C=O)C=C1 (4-Methoxybenzaldehyde), FC=1C=C2C=C(NC2=CC1F)C=1C=CC(=C(C1)N)OC (5-(5,6-difluoro-1H-indol-2-yl)-2-methoxy-phenylamine), C(C)(=O)O (acetic acid). Run in C(Cl)Cl (methylene chloride). Reaction conditions: time 1 hour. The product is FC=1C=C2C=C(NC2=CC1F)C=1C=CC(=C(C1)NCC1=CC=C(C=C1)OC)OC ([5-(5,6-Difluoro-1H-indol-2-yl)-2-methoxy-phenyl]-(4-methoxy-benzyl)-amine). Yield: 46.3%. RXN SMILES: [CH3:1][O:2][C:3]1[CH:10]=[CH:9][C:6]([CH:7]=O)=[CH:5][CH:4]=1.[F:11][C:12]1[CH:13]=[C:14]2[C:18](=[CH:19][C:20]=1[F:21])[NH:17][C:16]([C:22]1[CH:23]=[CH:24][C:25]([O:29][CH3:30])=[C:26]([NH2:28])[CH:27]=1)=[CH:15]2.C(O)(=O)C.C(O[BH-](OC(=O)C)OC(=O)C)(=O)C.[Na+].C(=O)(O)[O-].[Na+]>C(Cl)Cl>[F:11][C:12]1[CH:13]=[C:14]2[C:18](=[CH:19][C:20]=1[F:21])[NH:17][C:16]([C:22]1[CH:23]=[CH:24][C:25]([O:29][CH3:30])=[C:26]([NH:28][CH2:7][C:6]3[CH:9]=[CH:10][C:3]([O:2][CH3:1])=[CH:4][CH:5]=3)[CH:27]=1)=[CH:15]2 |f:3.4,5.6|. Procedure details: 4-Methoxybenzaldehyde (0.204 g, 1.5 mmol) was added to a stirred mixture of 5-(5,6-difluoro-1H-indol-2-yl)-2-methoxy-phenylamine (0.405 g, 1.48 mmol) in methylene chloride (125 mL), followed by acetic acid (0.3 g, 1.5 mmol). The resulting mixture was stirred at room temperature for 1 hour. Sodium triacetoxyborohydride (0.31 g, 1.46 mmol) was added in one portion, and the resulting homogeneous solution stirred at room temperature for 3 days. Saturated aqueous sodium bicarbonate solution (100 mL) ...